This data is from the Open Reaction Database (ORD), a public repository of structured organic reaction records. The task is: describe an organic reaction: reactants, conditions, products, and yield Reactants: ClC1=CC=C(C=C1)CCCC(=O)NCC1CC2=C(N(C=N2)C(C2=CC=CC=C2)(C2=CC=CC=C2)C2=CC=CC=C2)CC1 (4-(4-chlorophenyl)-N-((1-triphenylmethyl-4,5,6,7-tetrahydro-1H-benzimidazol-5-yl)methyl)butyramide), ClC1=CC=C(C=C1)CCCC(=O)NCC1CC2=C(N=CN2C(C2=CC=CC=C2)(C2=CC=CC=C2)C2=CC=CC=C2)CC1 (4-(4-chlorophenyl)-N-((3-triphenylmethyl-4,5,6,7-tetrahydro-3H-benzimidazol-5-yl)methyl)butyramide). Run in C(C)(=O)O (acetic acid), O (water). Reaction conditions: temperature 90 celsius. Yields the product ClC1=CC=C(C=C1)CCCC(=O)NCC1CC2=C(NC=N2)CC1 (4-(4-Chlorophenyl)-N-((4,5,6,7-tetrahydro-1H-benzimidazol-5-yl)methyl)butyramide). RXN SMILES: [Cl:1][C:2]1[CH:7]=[CH:6][C:5]([CH2:8][CH2:9][CH2:10][C:11]([NH:13][CH2:14][CH:15]2[CH2:42][CH2:41][C:18]3[N:19](C(C4C=CC=CC=4)(C4C=CC=CC=4)C4C=CC=CC=4)[CH:20]=[N:21][C:17]=3[CH2:16]2)=[O:12])=[CH:4][CH:3]=1.ClC1C=CC(CCCC(NCC2CCC3N=CN(C(C4C=CC=CC=4)(C4C=CC=CC=4)C4C=CC=CC=4)C=3C2)=O)=CC=1>C(O)(=O)C.O>[Cl:1][C:2]1[CH:3]=[CH:4][C:5]([CH2:8][CH2:9][CH2:10][C:11]([NH:13][CH2:14][CH:15]2[CH2:42][CH2:41][C:18]3[NH:19][CH:20]=[N:21][C:17]=3[CH2:16]2)=[O:12])=[CH:6][CH:7]=1. Reported procedure: A solution of a mixture of 4-(4-chlorophenyl)-N-((1-triphenylmethyl-4,5,6,7-tetrahydro-1H-benzimidazol-5-yl)methyl)butyramide and 4-(4-chlorophenyl)-N-((3-triphenylmethyl-4,5,6,7-tetrahydro-3H-benzimidazol-5-yl)methyl)butyramide (0.43 g, 0.72 mmol) in acetic acid (5 ml) and water (0.6 ml) was heated to 90° C. for 2 hours. The solvent was removed in vacuo. The crude product was purified by flash chromatography on silica (40 g), using DCM/methanol/25% aqueous ammonia (100:10:1) as eluent, to give ... Starting materials: N1=CC=CC=C1 (pyridine), O1CCCC1 (tetrahydrofuran), C(C=1C(N)=CC=CC1)(=O)O (Anthranilic acid), Cl (hydrochloric acid), [Cl-] (chloride), O1CCCC1 (THF). Yields the product C(CCCCCCC)(=O)NC=1C(C(=O)O)=CC=CC1 (N-n-octanoylanthranilic acid). Isolated yield 79.4%. As a reaction SMILES: [C:1]([OH:10])(=[O:9])[C:2]1[C:3](=[CH:5][CH:6]=[CH:7][CH:8]=1)[NH2:4].N1C=[CH:15][CH:14]=[CH:13][CH:12]=1.[Cl-].Cl.[O:19]1[CH2:23][CH2:22][CH2:21][CH2:20]1>>[C:20]([NH:4][C:3]1[C:2](=[CH:8][CH:7]=[CH:6][CH:5]=1)[C:1]([OH:10])=[O:9])(=[O:19])[CH2:21][CH2:22][CH2:23][CH2:12][CH2:13][CH2:14][CH3:15]. Procedure: Anthranilic acid was dissolved in a mixed solvent containing pyridine and tetrahydrofuran (THF) in 5:5 ratio and a THF solution of n-caprioyl chloride was dropped to the solution during several hours for reaction. After the reaction, hydrochloric acid was added to the reaction mixture. Pyridine hydrochloride was filtered and the solvent was removed. N-n-octanoylanthranilic acid was obtained from the remaining reactant after the purification by column chromatography with the yield of 79.4%.